This data is from the Open Reaction Database (ORD), a public repository of structured organic reaction records. The task is: describe an organic reaction: reactants, conditions, products, and yield Reactants: mercuric sulphate, S(O)(O)(=O)=O (sulphuric acid), 3,4-dimethoxy, COC=1C=C(C=C(C1)OC)CCCC#CCN(CC)CC (6-(3,5-dimethoxyphenyl)-1-diethylaminohex-2-yne). The product is C(C)N(CCC(CCCC1=CC(=CC(=C1)OC)OC)=O)CC (1-diethylamino-6-(3,5-dimethoxyphenyl)hexan-3-one), COC=1C=C(C=C(C1)OC)CCCC(C=C)=O (6-(3,5-dimethoxyphenyl)hex-1-en-3-one). Reaction SMILES: [CH3:1][O:2][C:3]1[CH:4]=[C:5]([CH2:11][CH2:12][CH2:13][C:14]#[C:15][CH2:16][N:17]([CH2:20][CH3:21])[CH2:18][CH3:19])[CH:6]=[C:7]([O:9][CH3:10])[CH:8]=1.S(=O)(=O)(O)[OH:23]>>[CH2:18]([N:17]([CH2:20][CH3:21])[CH2:16][CH2:15][C:14](=[O:23])[CH2:13][CH2:12][CH2:11][C:5]1[CH:6]=[C:7]([O:9][CH3:10])[CH:8]=[C:3]([O:2][CH3:1])[CH:4]=1)[CH3:19].[CH3:1][O:2][C:3]1[CH:4]=[C:5]([CH2:11][CH2:12][CH2:13][C:14](=[O:23])[CH:15]=[CH2:16])[CH:6]=[C:7]([O:9][CH3:10])[CH:8]=1. Procedure: Proceed exactly as described for the preparation of the 3,4-dimethoxy compound above, using 6-(3,5-dimethoxyphenyl)-1-diethylaminohex-2-yne (8.5 g.), mercuric sulphate (0.45 g), and 10% sulphuric acid (25 cc) to obtain 1-diethylamino-6-(3,5-dimethoxyphenyl)hexan-3-one and 6-(3,5-dimethoxyphenyl)hex-1-en-3-one. The reactants are acid chloride, C(C)(C)C(C(=O)O)C=C(C1=CC=CC=C1)Cl (2-isopropyl-4-chloro-4-phenyl-3-butenoic acid), O(C1=CC=CC=C1)C1=CC=CC(=N1)CO ((6-phenoxy-2-pyridyl)methanol). Product: C(C)(C)C(C(=O)OCC1=NC(=CC=C1)OC1=CC=CC=C1)C=C(C1=CC=CC=C1)Cl ((6-phenoxy-2-pyridyl)methyl 2-isopropyl-4-chloro-4-phenyl-3-butenoate). RXN SMILES: [CH:1]([CH:4]([CH:8]=[C:9]([Cl:16])[C:10]1[CH:15]=[CH:14][CH:13]=[CH:12][CH:11]=1)[C:5]([OH:7])=[O:6])([CH3:3])[CH3:2].[O:17]([C:24]1[N:29]=[C:28]([CH2:30]O)[CH:27]=[CH:26][CH:25]=1)[C:18]1[CH:23]=[CH:22][CH:21]=[CH:20][CH:19]=1>>[CH:1]([CH:4]([CH:8]=[C:9]([Cl:16])[C:10]1[CH:11]=[CH:12][CH:13]=[CH:14][CH:15]=1)[C:5]([O:7][CH2:30][C:28]1[CH:27]=[CH:26][CH:25]=[C:24]([O:17][C:18]2[CH:23]=[CH:22][CH:21]=[CH:20][CH:19]=2)[N:29]=1)=[O:6])([CH3:3])[CH3:2]. Procedure: The acid chloride of 2-isopropyl-4-chloro-4-phenyl-3-butenoic acid is reacted with (6-phenoxy-2-pyridyl)methanol using the procedure of Example 1 to give (6-phenoxy-2-pyridyl)methyl 2-isopropyl-4-chloro-4-phenyl-3-butenoate. Reactants: C(C1=CC=CC=C1)OC1=C(C=C(C=C1)[N+](=O)[O-])NC1=NC(=NC=C1F)Cl (N-(2-(benzyloxy)-5-nitrophenyl)-2-chloro-5-fluoropyrimidin-4-amine), CC1(C2=C(C(=CC=C2)P(C3=CC=CC=C3)C4=CC=CC=C4)OC5=C(C=CC=C51)P(C6=CC=CC=C6)C7=CC=CC=C7)C (Xantphos), COCCOC1=CC=C(N)C=C1 (4-(2-methoxyethoxy)aniline), C(=O)([O-])[O-].[Cs+].[Cs+] (Cs2CO3). Run in O1CCOCC1 (1,4-dioxane). Conditions: temperature 80 celsius, time 3.5 hour. Product: C(C1=CC=CC=C1)OC1=C(C=C(C=C1)[N+](=O)[O-])NC1=NC(=NC=C1F)NC1=CC=C(C=C1)OCCOC (N4-(2-(benzyloxy)-5-nitrophenyl)-5-fluoro-N2-(4-(2-methoxyethoxy)phenyl)pyrimidine-2,4-diamine). Isolated yield 36.2%. As a reaction SMILES: [CH2:1]([O:8][C:9]1[CH:14]=[CH:13][C:12]([N+:15]([O-:17])=[O:16])=[CH:11][C:10]=1[NH:18][C:19]1[C:24]([F:25])=[CH:23][N:22]=[C:21](Cl)[N:20]=1)[C:2]1[CH:7]=[CH:6][CH:5]=[CH:4][CH:3]=1.[CH3:27][O:28][CH2:29][CH2:30][O:31][C:32]1[CH:38]=[CH:37][C:35]([NH2:36])=[CH:34][CH:33]=1.C([O-])([O-])=O.[Cs+].[Cs+].CC1(C)C2C(=C(P(C3C=CC=CC=3)C3C=CC=CC=3)C=CC=2)OC2C(P(C3C=CC=CC=3)C3C=CC=CC=3)=CC=CC1=2>O1CCOCC1>[CH2:1]([O:8][C:9]1[CH:14]=[CH:13][C:12]([N+:15]([O-:17])=[O:16])=[CH:11][C:10]=1[NH:18][C:19]1[C:24]([F:25])=[CH:23][N:22]=[C:21]([NH:36][C:35]2[CH:34]=[CH:33][C:32]([O:31][CH2:30][CH2:29][O:28][CH3:27])=[CH:38][CH:37]=2)[N:20]=1)[C:2]1[CH:7]=[CH:6][CH:5]=[CH:4][CH:3]=1 |f:2.3.4|. Reported procedure: In a 100 mL 3-neck RBF, N-(2-(benzyloxy)-5-nitrophenyl)-2-chloro-5-fluoropyrimidin-4-amine (0.205 g), 4-(2-methoxyethoxy)aniline (0.137 g), Cs2CO3 (0.266 g) and Xantphos (0.032 g) were taken in degassed 1,4-dioxane (8.0 mL) and reaction mixture was degassed under argon for 30 minutes. Palladium acetate (0.013 g) was added to reaction mixture and again it was degassed for 30 minutes. The reaction mixture was heated to 80° C. and stirred for 3.5 h. The reaction was monitored on TLC using hexane:et... Starting materials: CO, CC(C)O, CCCCC#Cc1cnc(N)c2nc(CCC)n(CCOCCNS(C)(=O)=O)c12. Yields the product CCCCCCc1cnc(N)c2nc(CCC)n(CCOCCNS(C)(=O)=O)c12. RXN SMILES: [CH3:34][OH:35].[CH:1]([OH:2])([CH3:3])[CH3:4].[NH2:5][c:6]1[n:7][cH:8][c:9]([C:28]#[C:29][CH2:30][CH2:31][CH2:32][CH3:33])[c:10]2[c:11]1[n:12][c:13]([CH2:25][CH2:26][CH3:27])[n:14]2[CH2:15][CH2:16][O:17][CH2:18][CH2:19][NH:20][S:21](=[O:22])(=[O:23])[CH3:24]>>[NH2:5][c:6]1[n:7][cH:8][c:9]([CH2:28][CH2:29][CH2:30][CH2:31][CH2:32][CH3:33])[c:10]2[c:11]1[n:12][c:13]([CH2:25][CH2:26][CH3:27])[n:14]2[CH2:15][CH2:16][O:17][CH2:18][CH2:19][NH:20][S:21](=[O:22])(=[O:23])[CH3:24]. The reactants are BrC=1C(=NC=C(C(=O)NC2=CC=C(C=C2)OC(F)(F)F)C1)N1C[C@@H](CC1)O ((R)-5-bromo-6-(3-hydroxypyrrolidin-1-yl)-N-(4-(trifluoromethoxy)phenyl)nicotinamide), N1N=C(C=C1)B(O)O ((1H-pyrazol-3-yl)boronic acid), C(=O)([O-])[O-].[Na+].[Na+] (Na2CO3), COCCOC (DME), N1N=C(C=C1)B(O)O ((1H-pyrazol-3-yl)boronic acid), Si-Thiol. Run in CCO (EtOH), O (water), C1CCOC1 (THF). The product is O[C@H]1CN(CC1)C1=NC=C(C(=O)NC2=CC=C(C=C2)OC(F)(F)F)C=C1C1=NNC=C1 ((R)-6-(3-Hydroxypyrrolidin-1-yl)-5-(1H-pyrazol-3-yl)-N-(4-(trifluoromethoxy)phenyl)nicotinamide). As a reaction SMILES: COCCOC.Br[C:8]1[C:9]([N:28]2[CH2:32][CH2:31][C@@H:30]([OH:33])[CH2:29]2)=[N:10][CH:11]=[C:12]([CH:27]=1)[C:13]([NH:15][C:16]1[CH:21]=[CH:20][C:19]([O:22][C:23]([F:26])([F:25])[F:24])=[CH:18][CH:17]=1)=[O:14].[NH:34]1[CH:38]=[CH:37][C:36](B(O)O)=[N:35]1.C([O-])([O-])=O.[Na+].[Na+]>C1COCC1.CCO.O>[OH:33][C@@H:30]1[CH2:31][CH2:32][N:28]([C:9]2[C:8]([C:38]3[CH:37]=[CH:36][NH:35][N:34]=3)=[CH:27][C:12]([C:13]([NH:15][C:16]3[CH:21]=[CH:20][C:19]([O:22][C:23]([F:26])([F:25])[F:24])=[CH:18][CH:17]=3)=[O:14])=[CH:11][N:10]=2)[CH2:29]1 |f:3.4.5|. Procedure details: A mixture of DME (570 μL), water (163 μL) and EtOH (81 μL) was added to a mixture of (R)-5-bromo-6-(3-hydroxypyrrolidin-1-yl)-N-(4-(trifluoromethoxy)phenyl)nicotinamide (Stage 2.2, 60 mg, 0.134 mmol), (1H-pyrazol-3-yl)boronic acid (45.1 mg, 0.403 mmol) Pd(PPh3)2Cl2 (9.44 mg, 0.013 mmol), Na2CO3 (42.8 mg, 0.403 mmol) in a MW vial. The vial was sealed, evacuated/purged 3 times with argon and the RM was subjected to MW irradiation at 120° C. for 10 min. Additional (1H-pyrazol-3-yl)boronic acid (45....